The task is: describe an organic reaction: reactants, conditions, products, and yield. This data is from the Open Reaction Database (ORD), a public repository of structured organic reaction records. Reactants: CC1=CC2=C(NC(NC2=O)=O)S1 (6-methyl-1H-thieno[2,3-d]pyrimidine-2,4-dione), C(C)(=O)O (acetic acid), resultant mixture, BrBr (Bromine). Solvent: O (water). Run at time 4 hour. Product: BrC1=C(SC=2NC(NC(C21)=O)=O)C (5-bromo-6-methyl-1H-thieno[2,3-d]pyrimidine-2,4-dione). As a reaction SMILES: [CH3:1][C:2]1[S:12][C:5]2[NH:6][C:7](=[O:11])[NH:8][C:9](=[O:10])[C:4]=2[CH:3]=1.C(O)(=O)C.[Br:17]Br>O>[Br:17][C:3]1[C:4]2[C:9](=[O:10])[NH:8][C:7](=[O:11])[NH:6][C:5]=2[S:12][C:2]=1[CH3:1]. Reported procedure: A brown glass round-bottom flask was charged with 6-methyl-1H-thieno[2,3-d]pyrimidine-2,4-dione (2.70 g, 14.8 mmol) and glacial acetic acid (30 ml). Bromine (2.70 ml) was added and the mixture stirred at ambient temperature for 4 hours. The resultant mixture was diluted with water (30 ml) and the solid was collected by filtration, washed thoroughly with water and then dried in vacuo to give 5-bromo-6-methyl-1H-thieno[2,3-d]pyrimidine-2,4-dione as a brown solid (2.43 g), which was used without fu... Starting materials: NC(=O)c1cccc(B(O)O)c1, Cc1ncc(NC(=O)C2(c3ccc4c(c3)OCO4)CC2)cc1Br, Cc1ncc(NC(=O)C2(c3ccc4c(c3)OCO4)CC2)cc1-c1ccccc1. Product: Cc1ncc(NC(=O)C2(c3ccc4c(c3)OCO4)CC2)cc1-c1cccc(C(N)=O)c1. Reaction SMILES: [C:1]([NH2:2])(=[O:3])[c:4]1[cH:5][c:6]([B:10]([OH:11])[OH:12])[cH:7][cH:8][cH:9]1.[O:13]1[CH2:14][O:15][c:16]2[c:17]1[cH:18][cH:19][c:20]([C:22]1([C:25](=[O:26])[NH:27][c:28]3[cH:29][n:30][c:31]([CH3:35])[c:32]([Br:34])[cH:33]3)[CH2:23][CH2:24]1)[cH:21]2.[O:36]1[c:37]2[cH:38][cH:39][c:40]([C:41]3([C:42]([NH:43][c:44]4[cH:45][n:46][c:47]([CH3:48])[c:49](-[c:50]5[cH:51][cH:52][cH:53][cH:54][cH:55]5)[cH:56]4)=[O:57])[CH2:58][CH2:59]3)[cH:60][c:61]2[O:62][CH2:63]1>>[C:1]([NH2:2])(=[O:3])[c:4]1[cH:5][c:6](-[c:32]2[c:31]([CH3:35])[n:30][cH:29][c:28]([NH:27][C:25]([C:22]3([c:20]4[cH:19][cH:18][c:17]5[c:16]([cH:21]4)[O:15][CH2:14][O:13]5)[CH2:23][CH2:24]3)=[O:26])[cH:33]2)[cH:7][cH:8][cH:9]1.